From a dataset of the Open Reaction Database (ORD), a public repository of structured organic reaction records. describe an organic reaction: reactants, conditions, products, and yield Reactants: CCOC(=O)CBr, ClC(Cl)Cl, [K+], [K+], O=C([O-])[O-], CN(C)C=O, Cc1c(CO)cn2ncc(C#N)c(Nc3ccc(Oc4ccccc4)cc3)c12. Yields the product CCOC(=O)COCc1cn2ncc(C#N)c(Nc3ccc(Oc4ccccc4)cc3)c2c1C. Reaction SMILES: [CH2:29]([CH3:30])[O:31][C:32]([CH2:33][Br:34])=[O:35].[Cl:47][CH:48]([Cl:49])[Cl:50].[K+:36].[K+:37].[O-:38][C:39]([O-:40])=[O:41].[O:42]=[CH:43][N:44]([CH3:45])[CH3:46].[OH:1][CH2:2][c:3]1[c:4]([CH3:28])[c:5]2[n:6]([n:7][cH:8][c:9]([C:25]#[N:26])[c:10]2[NH:11][c:12]2[cH:13][cH:14][c:15]([O:18][c:19]3[cH:20][cH:21][cH:22][cH:23][cH:24]3)[cH:16][cH:17]2)[cH:27]1>>[O:1]([CH2:2][c:3]1[c:4]([CH3:28])[c:5]2[n:6]([n:7][cH:8][c:9]([C:25]#[N:26])[c:10]2[NH:11][c:12]2[cH:13][cH:14][c:15]([O:18][c:19]3[cH:20][cH:21][cH:22][cH:23][cH:24]3)[cH:16][cH:17]2)[cH:27]1)[CH2:33][C:32]([O:31][CH2:29][CH3:30])=[O:35]. The reactants are C1(CCCC1)CC(=O)Cl (cyclopentyl-acetyl chloride), CC1=CC(=NC(=C1C(=O)N1CC2CN(CC2C1)CCC1(CNCC1)C1=CC=CC=C1)C)C#N (4,6-dimethyl-5-{5-[2-(3-phenyl-pyrrolidin-3-yl)-ethyl]-hexahydro-pyrrolo[3,4-c]pyrrole-2-carbonyl}-pyridine-2-carbonitrile), FC1(CC(C1)C(=O)O)F (3,3-difluorocyclobutane-carboxylic acid), C(C)(=O)OC(C)=O (acetic anhydride), C1(CCCC1)C(=O)Cl (cyclopentanecarbonyl chloride), C(C(C)(C)C)(=O)Cl (pivaloyl chloride). Yields the product FC1(CC(C1)C(=O)N1CC(CC1)(C1=CC=CC=C1)CCN1CC2C(C1)CN(C2)C(=O)C=2C(=CC(=NC2C)C#N)C)F (5-(5-{2-[1-(3,3-Difluoro-cyclobutanecarbonyl)-3-phenyl-pyrrolidin-3-yl]-ethyl}-hexahydro-pyrrolo[3,4-c]pyrrole-2-carbonyl)-4,6-dimethyl-pyridine-2-carbonitrile). Reaction SMILES: [CH3:1][C:2]1[C:7]([C:8]([N:10]2[CH2:17][CH:16]3[CH:12]([CH2:13][N:14]([CH2:18][CH2:19][C:20]4([C:25]5[CH:30]=[CH:29][CH:28]=[CH:27][CH:26]=5)[CH2:24][CH2:23][NH:22][CH2:21]4)[CH2:15]3)[CH2:11]2)=[O:9])=[C:6]([CH3:31])[N:5]=[C:4]([C:32]#[N:33])[CH:3]=1.[F:34][C:35]1([F:42])[CH2:38][CH:37]([C:39](O)=[O:40])[CH2:36]1.C1(C(Cl)=O)CCCC1.C1(CC(Cl)=O)CCCC1.C(OC(=O)C)(=O)C.C(Cl)(=O)C(C)(C)C>>[F:34][C:35]1([F:42])[CH2:38][CH:37]([C:39]([N:22]2[CH2:23][CH2:24][C:20]([CH2:19][CH2:18][N:14]3[CH2:13][CH:12]4[CH2:11][N:10]([C:8]([C:7]5[C:2]([CH3:1])=[CH:3][C:4]([C:32]#[N:33])=[N:5][C:6]=5[CH3:31])=[O:9])[CH2:17][CH:16]4[CH2:15]3)([C:25]3[CH:26]=[CH:27][CH:28]=[CH:29][CH:30]=3)[CH2:21]2)=[O:40])[CH2:36]1. Procedure: The following were prepared analogously from 4,6-dimethyl-5-{5-[2-(3-phenyl-pyrrolidin-3-yl)-ethyl]-hexahydro-pyrrolo[3,4-c]pyrrole-2-carbonyl}-pyridine-2-carbonitrile using the acylating agent in parenthesis in place of 3,3-difluorocyclobutane-carboxylic acid in the final step according to the procedure in step 8 of example 5: III-5 (cyclopentanecarbonyl chloride): III-6 (cyclopentyl-acetyl chloride), III-7 (acetic anhydride) and III-8 (pivaloyl chloride). Starting materials: FC(C=1C=C(C=C(C1)C(F)(F)F)CO[C@H]1[C@@]2(C[C@@H]([C@H](CC1)N2)C(=O)OC(C)(C)C)C2=CC=CC=C2)(F)F ((1R*,2R*,5S*,6S*)-2-{[3,5-Bis(trifluoromethyl)phenyl]methoxy}-6-(tert-butoxycarbonyl)-1-phenyl-8-azabicyclo[3.2.1]octane), CO (methanol), Cl (HCl). Run in C(C)OCC (diethyl ether). Reaction conditions: time 10 day. The product is Cl.FC(C=1C=C(C=C(C1)C(F)(F)F)CO[C@H]1[C@@]2(C[C@@H]([C@H](CC1)N2)C(=O)OC)C2=CC=CC=C2)(F)F ((1R*,2R*,5S*,6S*)-2-{[3,5-Bis(trifluoromethyl)phenyl]methoxy}-6-methoxycarbonyl-1-phenyl-8-azabicyclo[3.2.1]octane hydrochloride). As a reaction SMILES: [F:1][C:2]([F:37])([F:36])[C:3]1[CH:4]=[C:5]([CH2:13][O:14][C@@H:15]2[CH2:21][CH2:20][C@@H:19]3[NH:22][C@@:16]2([C:30]2[CH:35]=[CH:34][CH:33]=[CH:32][CH:31]=2)[CH2:17][C@@H:18]3[C:23]([O:25][C:26](C)(C)C)=[O:24])[CH:6]=[C:7]([C:9]([F:12])([F:11])[F:10])[CH:8]=1.CO.[ClH:40]>C(OCC)C>[ClH:40].[F:36][C:2]([F:1])([F:37])[C:3]1[CH:4]=[C:5]([CH2:13][O:14][C@@H:15]2[CH2:21][CH2:20][C@@H:19]3[NH:22][C@@:16]2([C:30]2[CH:31]=[CH:32][CH:33]=[CH:34][CH:35]=2)[CH2:17][C@@H:18]3[C:23]([O:25][CH3:26])=[O:24])[CH:6]=[C:7]([C:9]([F:10])([F:11])[F:12])[CH:8]=1 |f:4.5|. Procedure details: A mixture of (1R*,2R*,5S*,6S*)-2-{[3,5-bis(trifluoromethyl)phenyl]methoxy}-6-(tert-butoxycarbonyl)-1-phenyl-8-azabicyclo[3.2.1]octane (Example 22; 50 mg, 0,094 mmol), methanol (0.3 ml) and 1M HCl in diethyl ether was stirred at room temperature for 10 days and heated at reflux for 5 hours. The mixture was concentrated in vacuo to give the title compound as a white solid. Reactants: Cl (HCl), BrCC1=NC(=NC=C1C(=O)OCC)C1=C(C=NN1C)Cl (ethyl 4-(bromomethyl)-2-(4-chloro-1-methyl-1H-pyrazol-5-yl)pyrimidine-5-carboxylate), C(C)(C)(C)OC(NC[C@H](CC1=CC=CC=C1)N)=O (tert-butyl[(2S)-2-amino-3-phenylpropyl]carbamate), C(C)(C)N(C(C)C)CC (N,N-diisopropylethylamine). The solvent is C(CCC)O (1-butanol), C1CCOC1 (THF). Conditions: temperature 140 celsius, time 2 hour. The product is NC[C@H](CC1=CC=CC=C1)N1CC=2N=C(N=CC2C1=O)C1=C(C=NN1C)Cl (6-[(1S)-2-amino-1-benzyl-ethyl]-2-(4-chloro-1-methyl-1H-pyrazol-5-yl)-6,7-dihydro-5H-pyrrolo[3,4-d]pyrimidin-5-one). Yield: 26.8%. Reaction SMILES: Br[CH2:2][C:3]1[C:8]([C:9]([O:11]CC)=O)=[CH:7][N:6]=[C:5]([C:14]2[N:18]([CH3:19])[N:17]=[CH:16][C:15]=2[Cl:20])[N:4]=1.C(OC(=O)[NH:27][CH2:28][C@@H:29]([NH2:37])[CH2:30][C:31]1[CH:36]=[CH:35][CH:34]=[CH:33][CH:32]=1)(C)(C)C.C(N(CC)C(C)C)(C)C.Cl>C(O)CCC.C1COCC1>[NH2:27][CH2:28][C@@H:29]([N:37]1[C:9](=[O:11])[C:8]2[CH:7]=[N:6][C:5]([C:14]3[N:18]([CH3:19])[N:17]=[CH:16][C:15]=3[Cl:20])=[N:4][C:3]=2[CH2:2]1)[CH2:30][C:31]1[CH:32]=[CH:33][CH:34]=[CH:35][CH:36]=1. Reported procedure: A mixture of ethyl 4-(bromomethyl)-2-(4-chloro-1-methyl-1H-pyrazol-5-yl)pyrimidine-5-carboxylate (284.0 mg, 0.7898 mmol), tert-butyl[(2S)-2-amino-3-phenylpropyl]carbamate (198 mg, 0.791 mmol), and N,N-diisopropylethylamine (0.275 mL, 1.58 mmol) in 1-butanol (5.0 mL) was stirred at 140° C. for 2 h. The reaction mixture was evaporated under reduced pressure to give an oil residue, which was dissolved in 4 M HCl aqueous solution (2 mL, 8 mmol) and THF (2 mL). The resulting solution was stirred at r... Starting materials: Cl, C1COCCO1, CC(CO)(CCc1ccc(OCCCC(F)(F)C(F)(F)F)cc1)NC(=O)OC(C)(C)C. The product is Cl, CC(N)(CO)CCc1ccc(OCCCC(F)(F)C(F)(F)F)cc1. Reaction SMILES: [ClH:32].[O:33]1[CH2:34][CH2:35][O:36][CH2:37][CH2:38]1.[OH:1][CH2:2][C:3]([CH2:4][CH2:5][c:6]1[cH:7][cH:8][c:9]([O:12][CH2:13][CH2:14][CH2:15][C:16]([C:17]([F:18])([F:19])[F:20])([F:21])[F:22])[cH:10][cH:11]1)([CH3:23])[NH:24][C:25](=[O:26])[O:27][C:28]([CH3:29])([CH3:30])[CH3:31]>>[ClH:32].[OH:1][CH2:2][C:3]([CH2:4][CH2:5][c:6]1[cH:7][cH:8][c:9]([O:12][CH2:13][CH2:14][CH2:15][C:16]([C:17]([F:18])([F:19])[F:20])([F:21])[F:22])[cH:10][cH:11]1)([CH3:23])[NH2:24]. Starting materials: C(C)(=O)OC1C2=CC=CC=C2OC=2C=CC=CC12 (9-acetoxyxanthene), C(C)N(C1CNCCC1)CC (3-diethylaminopiperidine). The solvent is C1=CC=CC=C1 (benzene). Product: C1=CC=CC=2OC3=CC=CC=C3C(C12)N1CC(CCC1)N(CC)CC (1-(9-xanthenyl)-3-diethylaminopiperidine). RXN SMILES: C(O[CH:5]1[C:18]2[CH:17]=[CH:16][CH:15]=[CH:14][C:13]=2[O:12][C:11]2[C:6]1=[CH:7][CH:8]=[CH:9][CH:10]=2)(=O)C.[CH2:19]([N:21]([CH2:28][CH3:29])[CH:22]1[CH2:27][CH2:26][CH2:25][NH:24][CH2:23]1)[CH3:20]>C1C=CC=CC=1>[CH:7]1[C:6]2[CH:5]([N:24]3[CH2:25][CH2:26][CH2:27][CH:22]([N:21]([CH2:28][CH3:29])[CH2:19][CH3:20])[CH2:23]3)[C:18]3[C:13](=[CH:14][CH:15]=[CH:16][CH:17]=3)[O:12][C:11]=2[CH:10]=[CH:9][CH:8]=1. Procedure details: A solution of 9.92 g. of 9-acetoxyxanthene and 7.2 g. of 3-diethylaminopiperidine in 200 ml. of benzene is refluxed for 18 hours. Working up by the procedure of Example 1 gives 1-(9-xanthenyl)-3-diethylaminopiperidine. The reactants are CS(=O)(=O)Cl (methanesulfonyl chloride), C(C1=CC=CC=C1)C1=NC2C(N(C2S1)C(C(=O)OC(C1=CC=CC=C1)C1=CC=CC=C1)=C(C)N1CCOCC1)=O (diphenylmethyl α-[3-benzyl-7-oxo-4-thia-2,6-diazabicyclo[3,2,0]hept-2-en-6-yl]-α-(1-morpholinoethylidene)acetate), diphenylmethyl α-[3-benzyl-7-oxo-4-thia-2,6-diazabicyclo[3,2,0]hept-2-en-6-yl]-α-(1-hdyroxyethylidene)acetate, C(C1=CC=CC=C1)C1=NC2C(N(C2S1)C(C(=O)OC(C1=CC=CC=C1)C1=CC=CC=C1)=C(C)OS(=O)(=O)C)=O (diphenylmethyl α-[3-benzyl-7-oxo-4-thia-2,6-diazabicyclo[3,2,0]hept-2-en-6-yl]-α-(1-methanesulfonyloxyethylidene)acetate), N1CCOCC1 (morpholine), BrBr (bromine). The solvent is N1=CC=CC=C1 (pyridine), C(C)N(CC)CC (triethylamine), O1CCCC1 (tetrahydrofuran). Run at time 3.5 hour. The product is C(C1=CC=CC=C1)C1=NC2C(N(C2S1)C(C(=O)OC(C1=CC=CC=C1)C1=CC=CC=C1)=C(CBr)N1CCOCC1)=O (diphenylmethyl α-[3-benzyl-7-oxo-4-thia-2,6-diazabicyclo[3,2,0]hept-2-en-6-yl]-α -(2-bromo-1-morpholinoethylidene)acetate). Yield: 70.0%. Reaction SMILES: CS(Cl)(=O)=O.C(C1SC2C(C(=O)N2C(=C(OS(C)(=O)=O)C)C(OC(C2C=CC=CC=2)C2C=CC=CC=2)=O)N=1)C1C=CC=CC=1.N1CCOCC1.[CH2:51]([C:58]1[S:64][CH:63]2[CH:60]([C:61](=[O:90])[N:62]2[C:65](=[C:82]([N:84]2[CH2:89][CH2:88][O:87][CH2:86][CH2:85]2)[CH3:83])[C:66]([O:68][CH:69]([C:76]2[CH:81]=[CH:80][CH:79]=[CH:78][CH:77]=2)[C:70]2[CH:75]=[CH:74][CH:73]=[CH:72][CH:71]=2)=[O:67])[N:59]=1)[C:52]1[CH:57]=[CH:56][CH:55]=[CH:54][CH:53]=1.[Br:91]Br>O1CCCC1.N1C=CC=CC=1.C(N(CC)CC)C>[CH2:51]([C:58]1[S:64][CH:63]2[CH:60]([C:61](=[O:90])[N:62]2[C:65](=[C:82]([N:84]2[CH2:85][CH2:86][O:87][CH2:88][CH2:89]2)[CH2:83][Br:91])[C:66]([O:68][CH:69]([C:76]2[CH:77]=[CH:78][CH:79]=[CH:80][CH:81]=2)[C:70]2[CH:75]=[CH:74][CH:73]=[CH:72][CH:71]=2)=[O:67])[N:59]=1)[C:52]1[CH:53]=[CH:54][CH:55]=[CH:56][CH:57]=1. Procedure: One dissolves diphenylmethyl α-[3-benzyl-7-oxo-4-thia-2,6-diazabicyclo[3,2,0]hept-2-en-6-yl]-α-(1-hdyroxyethylidene)acetate (4.84 g) in tetrahydrofuran (60 ml), cools to -20° C., adds triethylamine (2.84 ml) with stirring, adds dropwise methanesulfonyl chloride (0.82 ml) to the yellow solution, and lets react for 30 minutes. To the produced solution of diphenylmethyl α-[3-benzyl-7-oxo-4-thia-2,6-diazabicyclo[3,2,0]hept-2-en-6-yl]-α-(1-methanesulfonyloxyethylidene)acetate, one adds morpholine (0.... Starting materials: C1(=CC=CC=C1)C(CN)C1=CC=CC=C1 (2,2-diphenylethylamine). Reagents/catalysts: [Rh] (Rh on carbon). The product is C1(CCCCC1)C(CN)C1CCCCC1 (2,2-dicyclohexylethylamine). As a reaction SMILES: [C:1]1([CH:7]([C:10]2[CH:15]=[CH:14][CH:13]=[CH:12][CH:11]=2)[CH2:8][NH2:9])[CH:6]=[CH:5][CH:4]=[CH:3][CH:2]=1>[Rh]>[CH:10]1([CH:7]([CH:1]2[CH2:2][CH2:3][CH2:4][CH2:5][CH2:6]2)[CH2:8][NH2:9])[CH2:11][CH2:12][CH2:13][CH2:14][CH2:15]1. Reported procedure: Most Boc-amino acids used in the peptide syntheses are commercially available. 2-methyltyrosine (Mmt) was prepared by catalytic hydrogenation (Pd/C) of 7-hydroxy-1,2,3,4-tetrahydroisoquinoline-3-carboxylic acid (7-OH-Tic) in AcOH under H2 pressure at 3 atm. 2',6'-dimethyltyrosine (Dmt) was prepared as described by J. H. Dygos et al. Synthesis, No. 8 (August) pp. 741-743 (1992). Most of the C-terminal amine substituents were also commercially available. 2-(2-bromophenyl)ethylamine, 2-(2-methylphe... The product is CC1=NN=C2N1C=C(C=C2)C2=CC(=CC=C2)C(F)(F)F (3-Methyl-6-[3-(trifluoromethyl)phenyl]-1,2,4-triazolo[4,3-a]pyridine). Procedure: A mixture of 2 g. of 2-chloro-5-[3-(trifluoromethyl)phenyl]pyridine and two equivalents of acetylhydrazine in n-butanol is heated at reflux for 48 hours to give the product of the Example as crystals, m.p. 185°-187° C. RXN SMILES: Cl[C:2]1[CH:7]=[CH:6][C:5]([C:8]2[CH:13]=[CH:12][CH:11]=[C:10]([C:14]([F:17])([F:16])[F:15])[CH:9]=2)=[CH:4][N:3]=1.[C:18]([NH:21][NH2:22])(=O)[CH3:19]>C(O)CCC>[CH3:19][C:18]1[N:3]2[CH:4]=[C:5]([C:8]3[CH:13]=[CH:12][CH:11]=[C:10]([C:14]([F:17])([F:16])[F:15])[CH:9]=3)[CH:6]=[CH:7][C:2]2=[N:22][N:21]=1. Reactants: ClC1=NC=C(C=C1)C1=CC(=CC=C1)C(F)(F)F (2-chloro-5-[3-(trifluoromethyl)phenyl]pyridine), C(C)(=O)NN (acetylhydrazine). The solvent is C(CCC)O (n-butanol).